From a dataset of the Open Reaction Database (ORD), a public repository of structured organic reaction records. describe an organic reaction: reactants, conditions, products, and yield Starting materials: C12(CC3CC(CC(C1)C3)C2)CCNC2=C(C=C(C=C2)NC(CC(C)=O)=O)F (N-(4-((2-(-adamantan-1-yl)ethyl)amino)-3-fluorophenyl)-3-oxobutanamide), N (ammonia). Run in CO (MeOH). Conditions: time 8 hour. The product is C12(CC3CC(CC(C1)C3)C2)CCNC2=C(C=C(C=C2)NC(\C=C(\C)/N)=O)F ((Z)—N-(4-((2-(-adamantan-1-yl)ethyl)amino)-3-fluorophenyl)-3-amino but-2-enamide). Reaction SMILES: [C:1]12([CH2:11][CH2:12][NH:13][C:14]3[CH:19]=[CH:18][C:17]([NH:20][C:21](=[O:26])[CH2:22][C:23](=O)[CH3:24])=[CH:16][C:15]=3[F:27])[CH2:10][CH:5]3[CH2:6][CH:7]([CH2:9][CH:3]([CH2:4]3)[CH2:2]1)[CH2:8]2.[NH3:28]>CO>[C:1]12([CH2:11][CH2:12][NH:13][C:14]3[CH:19]=[CH:18][C:17]([NH:20][C:21](=[O:26])/[CH:22]=[C:23](\[NH2:28])/[CH3:24])=[CH:16][C:15]=3[F:27])[CH2:2][CH:3]3[CH2:4][CH:5]([CH2:6][CH:7]([CH2:9]3)[CH2:8]1)[CH2:10]2. Reported procedure: A mixture of N-(4-((2-(-adamantan-1-yl)ethyl)amino)-3-fluorophenyl)-3-oxobutanamide (0.31 g, 0.83 mmol), MeOH (10 mL) and ammonia (10 mL) was stirred at rt overnight. The mixture was then concentrated in vacuo to give the title compound, which was used for next step without further purification. The reactants are COC(=O)C1CCCCN1S(=O)(=O)NC(=O)OCc1ccccc1, CO. Yields the product COC(=O)C1CCCCN1S(N)(=O)=O. Reaction SMILES: [CH3:1][O:2][C:3](=[O:4])[CH:5]1[N:6]([S:11](=[O:12])(=[O:13])[NH:14][C:15]([O:16][CH2:17][c:18]2[cH:19][cH:20][cH:21][cH:22][cH:23]2)=[O:24])[CH2:7][CH2:8][CH2:9][CH2:10]1.[CH3:25][OH:26]>>[CH3:1][O:2][C:3](=[O:4])[CH:5]1[N:6]([S:11](=[O:12])(=[O:13])[NH2:14])[CH2:7][CH2:8][CH2:9][CH2:10]1. The reactants are BrC1=NC=C(C=C1Cl)Br (2,5-dibromo-3-chloropyridine), [Si](C1=CC=CC=C1)(C1=CC=CC=C1)(C(C)(C)C)OC1=CC=C(C=C1)B(O)O (4-tert-butyldiphenylsilyloxybenzeneboronic acid). The product is BrC=1C=C(C(=NC1)C1=CC=C(C=C1)O[Si](C1=CC=CC=C1)(C1=CC=CC=C1)C(C)(C)C)Cl (5-Bromo-2-(4-tert-butyldiphenylsilyloxyphenyl)-3-chloropyridine). As a reaction SMILES: Br[C:2]1[C:7]([Cl:8])=[CH:6][C:5]([Br:9])=[CH:4][N:3]=1.[Si:10]([O:27][C:28]1[CH:33]=[CH:32][C:31](B(O)O)=[CH:30][CH:29]=1)([C:23]([CH3:26])([CH3:25])[CH3:24])([C:17]1[CH:22]=[CH:21][CH:20]=[CH:19][CH:18]=1)[C:11]1[CH:16]=[CH:15][CH:14]=[CH:13][CH:12]=1>>[Br:9][C:5]1[CH:6]=[C:7]([Cl:8])[C:2]([C:31]2[CH:30]=[CH:29][C:28]([O:27][Si:10]([C:23]([CH3:26])([CH3:25])[CH3:24])([C:17]3[CH:22]=[CH:21][CH:20]=[CH:19][CH:18]=3)[C:11]3[CH:16]=[CH:15][CH:14]=[CH:13][CH:12]=3)=[CH:33][CH:32]=2)=[N:3][CH:4]=1. Procedure details: 5-Bromo-2-(4-tert-butyldiphenylsilyloxyphenyl)-3-chloropyridine is prepared analogously to Example 1 from 2,5-dibromo-3-chloropyridine and 4-tert-butyldiphenylsilyloxybenzeneboronic acid. ##STR29## Product: COC=1C=C(CCC=2N=C3C(=NC2)NC(=C3)C3=CC=C2C=NN(C2=C3)C)C=C(C1)OC (2-(3,5-Dimethoxyphenethyl)-6-(1-methyl-1H-indazol-6-yl)-5H-pyrrolo[2,3-b]pyrazine). Reactants: BrC1=CC=2C(=NC=C(N2)CCC2=CC(=CC(=C2)OC)OC)N1 (6-bromo-2-[2-(3,5-dimethoxyphenyl)ethyl]-5H-pyrrolo[2,3-b]pyrazine), CN1N=CC2=CC=C(C=C12)B1OC(C(O1)(C)C)(C)C (1-methyl-6-(4,4,5,5-tetramethyl-1,3,2-dioxaborolan-2-yl)-1H-indazole). Reported procedure: The compound was prepared by using procedures analogous to those described for the synthesis of Example 53, Step 2 starting from 6-bromo-2-[2-(3,5-dimethoxyphenyl)ethyl]-5H-pyrrolo[2,3-b]pyrazine and 1-methyl-6-(4,4,5,5-tetramethyl-1,3,2-dioxaborolan-2-yl)-1H-indazole (from Combi-Blocks). LCMS calculated for C24H24N5O2 (M+H)+: m/z=414.2. Found 414.2. Reaction SMILES: Br[C:2]1[NH:22][C:5]2=[N:6][CH:7]=[C:8]([CH2:10][CH2:11][C:12]3[CH:17]=[C:16]([O:18][CH3:19])[CH:15]=[C:14]([O:20][CH3:21])[CH:13]=3)[N:9]=[C:4]2[CH:3]=1.[CH3:23][N:24]1[C:32]2[C:27](=[CH:28][CH:29]=[C:30](B3OC(C)(C)C(C)(C)O3)[CH:31]=2)[CH:26]=[N:25]1>>[CH3:21][O:20][C:14]1[CH:13]=[C:12]([CH:17]=[C:16]([O:18][CH3:19])[CH:15]=1)[CH2:11][CH2:10][C:8]1[N:9]=[C:4]2[CH:3]=[C:2]([C:30]3[CH:31]=[C:32]4[C:27]([CH:26]=[N:25][N:24]4[CH3:23])=[CH:28][CH:29]=3)[NH:22][C:5]2=[N:6][CH:7]=1. Reactants: CSc1ccc(Cc2cc(CC(=O)O)cc3ccoc23)cc1, CN(C)C=O, ClCCl, O=S(Cl)Cl. The product is CSc1ccc(Cc2cc(CC(=O)Cl)cc3ccoc23)cc1. As a reaction SMILES: [CH3:1][S:2][c:3]1[cH:4][cH:5][c:6]([CH2:7][c:8]2[cH:9][c:10]([CH2:17][C:18](=[O:19])[OH:20])[cH:11][c:12]3[cH:13][cH:14][o:15][c:16]23)[cH:21][cH:22]1.[CH3:30][N:31]([CH3:32])[CH:33]=[O:34].[Cl:23][CH2:24][Cl:25].[S:26]([Cl:27])([Cl:28])=[O:29]>>[CH3:1][S:2][c:3]1[cH:4][cH:5][c:6]([CH2:7][c:8]2[cH:9][c:10]([CH2:17][C:18](=[O:19])[Cl:23])[cH:11][c:12]3[cH:13][cH:14][o:15][c:16]23)[cH:21][cH:22]1.